From a dataset of the Open Reaction Database (ORD), a public repository of structured organic reaction records. describe an organic reaction: reactants, conditions, products, and yield Reaction SMILES: [F:1][C:2]1[CH:8]=[CH:7][CH:6]=[C:4]([OH:5])[C:3]=1[OH:9].[Br:10]Br>C(Cl)(Cl)(Cl)Cl.C(Cl)(Cl)Cl>[Br:10][C:8]1[C:2]([F:1])=[C:3]([OH:9])[C:4](=[CH:6][CH:7]=1)[OH:5]. Procedure: 3-Fluorocatechol (7.2 g) in 50 ml of carbon tetrachloride and 40 ml of chloroform are treated at -10° C. within 10 minutes with a solution of 2.88 ml of bromine in 30 ml of carbon tetrachloride. After stirring at -10° C. for 1 hour the reaction mixture is filtered. The residual solid is washed with a small amount of cold carbon tetrachloride and dried. There are obtained 6.30 g of 4-bromo-3-fluorocatechol as a white powder. This is treated with 6.0 ml of diphenylchloromethane and heated to 130° ... Reaction conditions: temperature -10 celsius, time 1 hour. Solvent: C(Cl)(Cl)(Cl)Cl (carbon tetrachloride), C(Cl)(Cl)Cl (chloroform), C(Cl)(Cl)(Cl)Cl (carbon tetrachloride). Reactants: FC1=C(C(O)=CC=C1)O (3-Fluorocatechol), BrBr (bromine). Yields the product BrC=1C(=C(C(O)=CC1)O)F (4-bromo-3-fluorocatechol). Starting materials: CN (Monomethylamine), COC1=CC2=C(S(C(=C2OC(C)C)C(=O)N)=O)C=C1 (5-methoxy-3-(1-methylethoxy)benzo[b]thiophene-2-carboxamide-1-oxide). Run in C(C)#N (acetonitrile). Conditions: time 30 minute. The product is COC1=CC2=C(S(C(=C2NC)C(=O)N)=O)C=C1 (5-methoxy-3-(methylamino)benzo[b]thiophene-2-carboxamide-1-oxide). Isolated yield 86.0%. RXN SMILES: [CH3:1][NH2:2].[CH3:3][O:4][C:5]1[CH:21]=[CH:20][C:8]2[S:9](=[O:19])[C:10]([C:16]([NH2:18])=[O:17])=[C:11](OC(C)C)[C:7]=2[CH:6]=1>C(#N)C>[CH3:3][O:4][C:5]1[CH:21]=[CH:20][C:8]2[S:9](=[O:19])[C:10]([C:16]([NH2:18])=[O:17])=[C:11]([NH:2][CH3:1])[C:7]=2[CH:6]=1. Procedure: Monomethylamine gas is passed into a room temperature solution of 5-methoxy-3-(1-methylethoxy)benzo[b]thiophene-2-carboxamide-1-oxide (250 mg, 0.89 mmol) [Boschelli, et al., U.S. Pat. No. 5,208,253 (1993)] in acetonitrile. A precipitate forms almost immediately and stirring is continued for 30 minutes. The solid is collected and dried to provide 5-methoxy-3-(methylamino)benzo[b]thiophene-2-carboxamide-1-oxide in 86% yield; mp=244°-244.5° C. dec. The product is O=C(O)CC1Nc2ccc(C(=O)NCc3nc4ccccc4[nH]3)cc2CNC1=O. Reactants: [Li+], [OH-], COC(=O)CC1Nc2ccc(C(=O)NCc3nc4ccccc4[nH]3)cc2CNC1=O. As a reaction SMILES: [Li+:32].[OH-:31].[n:1]1[c:2]([CH2:10][NH:11][C:12](=[O:13])[c:14]2[cH:15][cH:16][c:17]3[c:18]([cH:30]2)[CH2:19][NH:20][C:21](=[O:29])[CH:22]([CH2:24][C:25](=[O:26])[O:27][CH3:28])[NH:23]3)[nH:3][c:4]2[c:5]1[cH:6][cH:7][cH:8][cH:9]2>>[n:1]1[c:2]([CH2:10][NH:11][C:12](=[O:13])[c:14]2[cH:15][cH:16][c:17]3[c:18]([cH:30]2)[CH2:19][NH:20][C:21](=[O:29])[CH:22]([CH2:24][C:25](=[O:26])[OH:27])[NH:23]3)[nH:3][c:4]2[c:5]1[cH:6][cH:7][cH:8][cH:9]2.